From a dataset of the Open Reaction Database (ORD), a public repository of structured organic reaction records. describe an organic reaction: reactants, conditions, products, and yield Starting materials: CCCCO, CCOC(=O)N1CCC2C(C1)c1cccc3c1N2C(C)(C)CN3C, [K+], [OH-], O. Product: CN1CC(C)(C)N2c3c(cccc31)C1CNCCC12. RXN SMILES: [CH2:27]([OH:28])[CH2:29][CH2:30][CH3:31].[CH3:1][C:2]1([CH3:24])[CH2:3][N:4]([CH3:23])[c:5]2[cH:6][cH:7][cH:8][c:9]3[c:10]2[N:11]1[CH:12]1[CH:13]3[CH2:14][N:15]([C:18]([O:19][CH2:20][CH3:21])=[O:22])[CH2:16][CH2:17]1.[K+:26].[OH-:25].[OH2:32]>>[CH3:1][C:2]1([CH3:24])[CH2:3][N:4]([CH3:23])[c:5]2[cH:6][cH:7][cH:8][c:9]3[c:10]2[N:11]1[CH:12]1[CH:13]3[CH2:14][NH:15][CH2:16][CH2:17]1. Reactants: BrC1=CC(=C(N)C=C1)F (4-Bromo-2-fluoroaniline), C1(CC1)B(O)O (cyclopropyl boronic acid), C1(CCCCC1)P(C1CCCCC1)C1CCCCC1 (tricyclohexyl phosphine), P(=O)([O-])([O-])[O-].[K+].[K+].[K+] (potassium phosphate). Reagents/catalysts: C(C)(=O)[O-].[Pd+2].C(C)(=O)[O-] (palladium(II) acetate). The solvent is C1(=CC=CC=C1)C (toluene), O (water). Run at temperature 100 celsius. Product: C1(CC1)C1=CC(=C(N)C=C1)F (4-cyclopropyl-2-fluoroaniline). The yield is 45.0%. As a reaction SMILES: Br[C:2]1[CH:8]=[CH:7][C:5]([NH2:6])=[C:4]([F:9])[CH:3]=1.[CH:10]1(B(O)O)[CH2:12][CH2:11]1.C1(P(C2CCCCC2)C2CCCCC2)CCCCC1.P([O-])([O-])([O-])=O.[K+].[K+].[K+]>C1(C)C=CC=CC=1.O.C([O-])(=O)C.[Pd+2].C([O-])(=O)C>[CH:10]1([C:2]2[CH:8]=[CH:7][C:5]([NH2:6])=[C:4]([F:9])[CH:3]=2)[CH2:12][CH2:11]1 |f:3.4.5.6,9.10.11|. Reported procedure: (According to the procedure of D. Wallace and C. Chen, Tetrahedron Lett., 43, 6987 (2002)) 4-Bromo-2-fluoroaniline (19.0 g, 100 mmol) was reacted with cyclopropyl boronic acid (11.3 g, 131 mmol), palladium(II) acetate (1.12 g, 4.79 mmol), tricyclohexyl phosphine (2.80 g, 13.2 mmol), and potassium phosphate (74.2 g, 265 mmol) in toluene (400 mL) and water (30 mL). The mixture was heated in an oil bath at 100° C. for 2 days, cooled, and the liquid was filtered through a pad of celite. The residual... The reactants are P(Br)(Br)Br (phosphorus tribromide), P(Br)(Br)Br (phosphorus tribromide), P(=O)(Cl)(Cl)Cl (Phosphorus oxychloride), P(Cl)(Cl)(Cl)(Cl)Cl (phosphorus pentachloride), P(=O)(Cl)(Cl)Cl (phosphorus oxychloride), polyphosphoric acid. The product is P(=O)(Cl)(Cl)Cl (phosphorus oxychloride), P(Cl)(Cl)Cl (phosphorus trichloride), P(Cl)(Cl)(Cl)(Cl)Cl (phosphorus pentachloride). RXN SMILES: [P:1]([Cl:5])([Cl:4])([Cl:3])=[O:2].P(Br)(Br)Br.[P:10]([Cl:15])([Cl:14])([Cl:13])([Cl:12])[Cl:11]>>[P:1]([Cl:5])([Cl:4])([Cl:3])=[O:2].[P:10]([Cl:13])([Cl:12])[Cl:11].[P:10]([Cl:15])([Cl:14])([Cl:13])([Cl:12])[Cl:11]. Procedure details: A number of dehydrating agents can be used, for example, phosphorus oxychloride, phosphorus tribromide, phosphorus pentachloride and polyphosphoric acid. Phosphorus oxychloride and phosphorus tribromide are the preferred agents. Furthermore, a particular dehydrating agent determines which compound of formula I will be formed: use of phosphorus oxychloride, phosphorus trichloride or phosphorus pentachloride affords the corresponding compound of formula I in which R5 is chloro; use of phosphorus o... Reactants: [BH4-].[Na+] (NaBH4), COC1=CC2=C(SC(=C2OC2=CC=C(C=C2)OC)C=O)C=C1OC (5,6-Dimethoxy-3-(4-methoxyphenoxy)benzo[b]thiophene-2-carbaldehyde), [BH4-].[Na+] (NaBH4). The solvent is CO (methanol). The product is COC1=CC2=C(SC(=C2OC2=CC=C(C=C2)OC)CO)C=C1OC ((5,6-Dimethoxy-3-(4-methyloxyphenoxy)-benzo[b]thiophen-2-yl)methanol). Reaction SMILES: [BH4-].[Na+].[CH3:3][O:4][C:5]1[C:24]([O:25][CH3:26])=[CH:23][C:8]2[S:9][C:10]([CH:21]=[O:22])=[C:11]([O:12][C:13]3[CH:18]=[CH:17][C:16]([O:19][CH3:20])=[CH:15][CH:14]=3)[C:7]=2[CH:6]=1>CO>[CH3:3][O:4][C:5]1[C:24]([O:25][CH3:26])=[CH:23][C:8]2[S:9][C:10]([CH2:21][OH:22])=[C:11]([O:12][C:13]3[CH:14]=[CH:15][C:16]([O:19][CH3:20])=[CH:17][CH:18]=3)[C:7]=2[CH:6]=1 |f:0.1|. Procedure details: 26 mmol of NaBH4 are added at room temperature to a solution of 24 mmol of the compound obtained in Step E of Example 1 in 100 ml of methanol. After 2 hours' reaction, one equivalent of NaBH4 is added to the reaction mixture. After 12 hours' reaction, the solution is concentrated and then diluted with ethyl acetate, washed with a 1N HCl solution, then with water and then with a saturated NaCl solution, subsequently dried over calcium sulphate, filtered and concentrated under reduced pressure. Ch...